From a dataset of the Open Reaction Database (ORD), a public repository of structured organic reaction records. describe an organic reaction: reactants, conditions, products, and yield Starting materials: CCOC(=O)c1ccc(Nc2nc(C)c3ccc(=O)n(-c4ccc(C(=O)OC(C)(C)C)cc4)c3n2)cc1, ClCCl, O=C(O)C(F)(F)F. The product is CCOC(=O)c1ccc(Nc2nc(C)c3ccc(=O)n(-c4ccc(C(=O)O)cc4)c3n2)cc1. As a reaction SMILES: [CH2:1]([CH3:2])[O:3][C:4](=[O:5])[c:6]1[cH:7][cH:8][c:9]([NH:10][c:11]2[n:12][c:13]([CH3:35])[c:14]3[c:15]([n:16]2)[n:17](-[c:22]2[cH:23][cH:24][c:25]([C:26](=[O:27])[O:28][C:29]([CH3:30])([CH3:31])[CH3:32])[cH:33][cH:34]2)[c:18](=[O:21])[cH:19][cH:20]3)[cH:36][cH:37]1.[CH2:45]([Cl:46])[Cl:47].[OH:38][C:39]([C:40]([F:41])([F:42])[F:43])=[O:44]>>[CH2:1]([CH3:2])[O:3][C:4](=[O:5])[c:6]1[cH:7][cH:8][c:9]([NH:10][c:11]2[n:12][c:13]([CH3:35])[c:14]3[c:15]([n:16]2)[n:17](-[c:22]2[cH:23][cH:24][c:25]([C:26](=[O:27])[OH:28])[cH:33][cH:34]2)[c:18](=[O:21])[cH:19][cH:20]3)[cH:36][cH:37]1. Reactants: ClC1=CC(=CC=2N1N=C(N2)NC(C2=CN=CC=C2)=O)C(F)(F)F (N-[5-chloro-7-(trifluoromethyl)[1,2,4]triazolo[1,5-a]pyridin-2-yl]nicotinamide), Cl.COC(=O)[C@@H]1CC[C@H](CC1)N (trans-4-amino-cyclohexylcarboxylic acid methyl ester hydrochloride), powder. Yields the product N1=CC(=CC=C1)C(=O)NC1=NN2C(C=C(C=C2N[C@@H]2CC[C@H](CC2)C(=O)OC)C(F)(F)F)=N1 (methyl trans-4-{[2-[(pyridin-3-ylcarbonyl)amino]-7-(trifluoromethyl)[1,2,4]triazolo[1,5-a]pyridin-5-yl]amino}cyclohexanecarboxylate). RXN SMILES: Cl[C:2]1[N:7]2[N:8]=[C:9]([NH:11][C:12](=[O:19])[C:13]3[CH:18]=[CH:17][CH:16]=[N:15][CH:14]=3)[N:10]=[C:6]2[CH:5]=[C:4]([C:20]([F:23])([F:22])[F:21])[CH:3]=1.Cl.[CH3:25][O:26][C:27]([C@H:29]1[CH2:34][CH2:33][C@H:32]([NH2:35])[CH2:31][CH2:30]1)=[O:28]>>[N:15]1[CH:16]=[CH:17][CH:18]=[C:13]([C:12]([NH:11][C:9]2[N:10]=[C:6]3[CH:5]=[C:4]([C:20]([F:23])([F:22])[F:21])[CH:3]=[C:2]([NH:35][C@H:32]4[CH2:31][CH2:30][C@H:29]([C:27]([O:26][CH3:25])=[O:28])[CH2:34][CH2:33]4)[N:7]3[N:8]=2)=[O:19])[CH:14]=1 |f:1.2|. Reported procedure: The title compound was prepared following procedure described for example 85, but starting from N-[5-chloro-7-(trifluoromethyl)[1,2,4]triazolo[1,5-a]pyridin-2-yl]nicotinamide ((B7), 50 mg; 0.15 mmol; 1.0 eq.) and trans-4-amino-cyclohexylcarboxylic acid methyl ester hydrochloride (IRIS), 52 μl; 0.73 mmol; 5.0 eq.) as a white powder (23 mg, 34%). HPLC, Rt: 3.33 min. (purity 96.4%). LC/MS, M+(ESI): 463.1, M−(ESI): 461.1. Starting materials: C(C)(C)(C)OC(NC1CN(CCC1)C=1SC(=C(N1)C(N)=O)NC1=NC=CC=C1)=O ({1-[4-carbamoyl-5-(pyridin-2-ylamino)-thiazol-2-yl]-piperidin-3-yl}-carbamic acid tert-butyl ester), FC(C(=O)O)(F)F (trifluoroacetic acid). The solvent is ClCCl (dichloromethane). Reaction conditions: time 30 minute. Yields the product N[C@H]1CN(CCC1)C=1SC(=C(N1)C(=O)N)NC1=NC=CC=C1 (2-((R)-3-amino-piperidin-1-yl)-5-(pyridin-2-ylamino)-thiazole-4-carboxylic acid amide). The yield is 102.3%. As a reaction SMILES: C(OC(=O)[NH:7][CH:8]1[CH2:13][CH2:12][CH2:11][N:10]([C:14]2[S:15][C:16]([NH:22][C:23]3[CH:28]=[CH:27][CH:26]=[CH:25][N:24]=3)=[C:17]([C:19](=[O:21])[NH2:20])[N:18]=2)[CH2:9]1)(C)(C)C.FC(F)(F)C(O)=O>ClCCl>[NH2:7][C@@H:8]1[CH2:13][CH2:12][CH2:11][N:10]([C:14]2[S:15][C:16]([NH:22][C:23]3[CH:28]=[CH:27][CH:26]=[CH:25][N:24]=3)=[C:17]([C:19]([NH2:20])=[O:21])[N:18]=2)[CH2:9]1. Procedure: To a suspension of {1-[4-carbamoyl-5-(pyridin-2-ylamino)-thiazol-2-yl]-piperidin-3-yl}-carbamic acid tert-butyl ester (prepared as described in example 1) (359 mg, 0.86 mmol) in dichloromethane (10 mL) was added trifluoroacetic acid (10 mL, 130 mmol) to form a yellow solution. The mixture was stirred at ambient temperature for 30 minutes then evaporated to dryness in vacuo. The residue was taken up in dichloromethane (25 mL) and washed with saturated aqueous sodium hydrogen carbonate (100 mL). T... The reactants are ice water, CC(C)S(=O)(=O)C1=C(C=CC=C1)S(=O)(=O)N (2-[(1-methylethyl)sulfonyl]benzenesulfonamide), C(CCC)N=C=O (n-butylisocyanate), C([O-])([O-])=O.[K+].[K+] (potassium carbonate), Cl (hydrochloric acid). The solvent is CC(=O)CC (methylethyl ketone). Conditions: time 3 hour. Product: C(CCC)NC(=O)NS(=O)(=O)C1=C(C=CC=C1)S(=O)(=O)C(C)C (N-[butylaminocarbonyl]-2-[(1-methylethyl)sulfonyl]benzenesulfonamide). RXN SMILES: [CH3:1][CH:2]([S:4]([C:7]1[CH:12]=[CH:11][CH:10]=[CH:9][C:8]=1[S:13]([NH2:16])(=[O:15])=[O:14])(=[O:6])=[O:5])[CH3:3].[CH2:17]([N:21]=[C:22]=[O:23])[CH2:18][CH2:19][CH3:20].C(=O)([O-])[O-].[K+].[K+].Cl>CC(CC)=O>[CH2:17]([NH:21][C:22]([NH:16][S:13]([C:8]1[CH:9]=[CH:10][CH:11]=[CH:12][C:7]=1[S:4]([CH:2]([CH3:1])[CH3:3])(=[O:6])=[O:5])(=[O:14])=[O:15])=[O:23])[CH2:18][CH2:19][CH3:20] |f:2.3.4|. Procedure: A mixture of 2-[(1-methylethyl)sulfonyl]benzenesulfonamide (29 g, 0.11 mol), n-butylisocyanate (14.7 g, 0.15 mol) and anhydrous potassium carbonate (16.6 g, 0.120 mol) in methylethyl ketone (325 ml) was refluxed with stirring for 3 hours. The reaction mixture was cooled to 0° and then poured into ice-water. The aqueous solution was acidified to pH 1 with concentrated hydrochloric acid. The resulting precipitate was filtered, washed with water and recrystallized from ethanol to give N-[butylamino... The reactants are [Li]CCCC, C1CCOC1, CS(=O)(=O)c1ccc(-c2ccc(C(F)(F)F)cc2)cc1, CCOC(=O)COC, [Cl-], [NH4+]. Reaction SMILES: [CH2:21]([Li:22])[CH2:23][CH2:24][CH3:25].[CH2:36]1[O:37][CH2:38][CH2:39][CH2:40]1.[CH3:1][S:2](=[O:3])(=[O:4])[c:5]1[cH:6][cH:7][c:8](-[c:11]2[cH:12][cH:13][c:14]([C:17]([F:18])([F:19])[F:20])[cH:15][cH:16]2)[cH:9][cH:10]1.[CH3:26][O:27][CH2:28][C:29](=[O:30])[O:31][CH2:32][CH3:33].[Cl-:34].[NH4+:35]>>[CH2:1]([S:2](=[O:3])(=[O:4])[c:5]1[cH:6][cH:7][c:8](-[c:11]2[cH:12][cH:13][c:14]([C:17]([F:18])([F:19])[F:20])[cH:15][cH:16]2)[cH:9][cH:10]1)[C:29]([CH2:28][O:27][CH3:26])=[O:30]. Product: COCC(=O)CS(=O)(=O)c1ccc(-c2ccc(C(F)(F)F)cc2)cc1.